Dataset: the Open Reaction Database (ORD), a public repository of structured organic reaction records. Task: describe an organic reaction: reactants, conditions, products, and yield Starting materials: C(C1=CC=CC=C1)N (Benzylamine), O1C=NC=C1C1=CC=C(C=C1)NC=1N=C(C2=C(N1)CCN(C2)C(=O)OC(C)(C)C)OS(=O)(=O)C(F)(F)F (tert-butyl 2-(4-(oxazol-5-yl)phenylamino)-4-(trifluoromethylsulfonyloxy)-7,8-dihydropyrido[4,3-d]pyrimidine-6(5H)-carboxylate). Run in O1CCOCC1 (dioxane). Conditions: temperature 25 celsius. Yields the product C(C1=CC=CC=C1)NC=1C2=C(N=C(N1)NC1=CC=C(C=C1)C1=CN=CO1)CCN(C2)C(=O)OC(C)(C)C (tert-butyl 4-(benzylamino)-2-(4-(oxazol-5-yl)phenylamino)-7,8-dihydropyrido[4,3-d]pyrimidine-6(5H)-carboxylate). The yield is 86.8%. Reaction SMILES: [CH2:1]([NH2:8])[C:2]1[CH:7]=[CH:6][CH:5]=[CH:4][CH:3]=1.[O:9]1[C:13]([C:14]2[CH:19]=[CH:18][C:17]([NH:20][C:21]3[N:22]=[C:23](OS(C(F)(F)F)(=O)=O)[C:24]4[CH2:30][N:29]([C:31]([O:33][C:34]([CH3:37])([CH3:36])[CH3:35])=[O:32])[CH2:28][CH2:27][C:25]=4[N:26]=3)=[CH:16][CH:15]=2)=[CH:12][N:11]=[CH:10]1>O1CCOCC1>[CH2:1]([NH:8][C:23]1[C:24]2[CH2:30][N:29]([C:31]([O:33][C:34]([CH3:37])([CH3:36])[CH3:35])=[O:32])[CH2:28][CH2:27][C:25]=2[N:26]=[C:21]([NH:20][C:17]2[CH:16]=[CH:15][C:14]([C:13]3[O:9][CH:10]=[N:11][CH:12]=3)=[CH:19][CH:18]=2)[N:22]=1)[C:2]1[CH:7]=[CH:6][CH:5]=[CH:4][CH:3]=1. Reported procedure: Benzylamine (0.061 mL, 0.55 mmol) was added to tert-butyl 2-(4-(oxazol-5-yl)phenylamino)-4-(trifluoromethylsulfonyloxy)-7,8-dihydropyrido[4,3-d]pyrimidine-6(5H)-carboxylate (0.3 g, 0.55 mmol, Example 3c) in dioxane (4 mL) and the reaction mixture was stirred over night at 25° C. The solvent was removed under reduced pressure and the reaction mixture was redissolved in DCM and washed with water. The organic layer was dried (MgSO4), filtered and concentrated to give tert-butyl 4-(benzylamino)-2-(4... The reactants are CI, COC(OC)C(C)CCC(O)C(C)C, [H-], [H][H], [Na+], C1CCOC1, O. Product: COC(CCC(C)C(OC)OC)C(C)C. Reaction SMILES: [CH3:19][I:20].[CH3:3][O:4][CH:5]([CH:6]([CH2:7][CH2:8][CH:9]([CH:10]([CH3:11])[CH3:12])[OH:13])[CH3:14])[O:15][CH3:16].[H-:1].[H:17][H:18].[Na+:2].[O:21]1[CH2:22][CH2:23][CH2:24][CH2:25]1.[OH2:26]>>[CH3:3][O:4][CH:5]([CH:6]([CH2:7][CH2:8][CH:9]([CH:10]([CH3:11])[CH3:12])[O:13][CH3:19])[CH3:14])[O:15][CH3:16]. As a reaction SMILES: [C:1]([O:5][CH3:6])(=[O:4])[CH2:2][SH:3].C(=O)([O-])[O-].[K+].[K+].[CH3:13][O:14][C:15]1[CH:20]=[C:19]([O:21][CH3:22])[N:18]=[C:17](S(C)(=O)=O)[N:16]=1.O>CN(C)C=O>[CH3:13][O:14][C:15]1[CH:20]=[C:19]([O:21][CH3:22])[N:18]=[C:17]([S:3][CH2:2][C:1]([O:5][CH3:6])=[O:4])[N:16]=1 |f:1.2.3|. The reactants are O (water), C(CS)(=O)OC (Methyl thioglycolate), COC1=NC(=NC(=C1)OC)S(=O)(=O)C (4,6-dimethoxy-2-methylsulphonylpyrimidine), C([O-])([O-])=O.[K+].[K+] (potassium carbonate). Yields the product COC1=NC(=NC(=C1)OC)SCC(=O)OC (Methyl 2-(4,6-dimethoxy-2-pyrimidinylthio)acetate). Reported procedure: 25 g (230 mmol) Methyl thioglycolate was dissolved in 250 ml dimethylformamide and treated with 16.3 g (115 mmol) potassium carbonate. After 20 minutes stirring at room temperature, 50 g (2.3 mmol) 4,6-dimethoxy-2-methylsulphonylpyrimidine was added and the mixture heated for 3 hours at 90° C. The reaction mixture was then poured into water and extracted with ethyl acetate. The organic phase was washed with water and dried over magnesium sulphate. The solvent was distilled and the resulting crud... The solvent is CN(C=O)C (dimethylformamide). Conditions: time 20 minute. Reactants: CCCCC(=Nc1sccc1C(=O)NCCC)OC, O=C1CCC(=O)N1Cl, c1ccncc1. The product is CCCCC(=Nc1sc(Cl)cc1C(=O)NCCC)OC. Reaction SMILES: [CH2:1]([CH2:2][CH3:3])[NH:4][C:5](=[O:6])[c:7]1[c:8]([N:12]=[C:13]([O:14][CH3:15])[CH2:16][CH2:17][CH2:18][CH3:19])[s:9][cH:10][cH:11]1.[Cl:20][N:21]1[C:22](=[O:23])[CH2:24][CH2:25][C:26]1=[O:27].[cH:28]1[cH:29][cH:30][n:31][cH:32][cH:33]1>>[CH2:1]([CH2:2][CH3:3])[NH:4][C:5](=[O:6])[c:7]1[c:8]([N:12]=[C:13]([O:14][CH3:15])[CH2:16][CH2:17][CH2:18][CH3:19])[s:9][c:10]([Cl:20])[cH:11]1. Reactants: [C-]#N.[Na+] (sodium cyanide), ClCC1=C(C(=CC=C1)[N+](=O)[O-])C (1-Chloromethyl-2-methyl-3-nitro-benzene), CCOCC (ether). The reagents and catalysts are [I-].[Na+] (sodium iodide). Run in CN(C=O)C (N,N-dimethylformamide). Reaction conditions: temperature 80 celsius. Yields the product CC1=C(C=CC=C1[N+](=O)[O-])CC#N ((2-methyl-3-nitro-phenyl)-acetonitrile). Isolated yield 70.9%. RXN SMILES: Cl[CH2:2][C:3]1[CH:8]=[CH:7][CH:6]=[C:5]([N+:9]([O-:11])=[O:10])[C:4]=1[CH3:12].[C-:13]#[N:14].[Na+].CCOCC>CN(C)C=O.[I-].[Na+]>[CH3:12][C:4]1[C:5]([N+:9]([O-:11])=[O:10])=[CH:6][CH:7]=[CH:8][C:3]=1[CH2:2][C:13]#[N:14] |f:1.2,5.6|. Procedure: 1-Chloromethyl-2-methyl-3-nitro-benzene (25 g) was dissolved in 125 ml of N,N-dimethylformamide. To this mixture was added 10.89 g of sodium cyanide (Mallinckrodt, Paris, Ky.) and 0.4 g of sodium iodide (Mallinckrodt) and the heterogeneous mixture was heated to 80° C. for 21 hr. The reaction mixture was cooled to room temperature, poured into ether, washed several times with water, dried, and evaporated. The residue was purified by flash chromatography on silica gel eluting with dichloromethane,... Run in CCCC(C)C (iso-hexane), O1CCCC1 (Tetrahydrofuran), O1CCCC1 (tetrahydrofuran). Reaction SMILES: [H-].[Na+].[C:3]([O:7][C:8]([NH:10][C@H:11]([C:15]([OH:17])=[O:16])[CH2:12][O:13][CH3:14])=[O:9])([CH3:6])([CH3:5])[CH3:4].[CH:18]1(NC2CCCCC2)CCCCC1.O.COS(OC)(=O)=O.[OH-].[NH4+].Cl>CCCC(C)C.O1CCCC1>[C:3]([O:7][C:8]([N:10]([CH3:18])[C@H:11]([C:15]([OH:17])=[O:16])[CH2:12][O:13][CH3:14])=[O:9])([CH3:6])([CH3:4])[CH3:5] |f:0.1,6.7|. Isolated yield 56.0%. Product: C(C)(C)(C)OC(=O)N([C@@H](COC)C(=O)O)C (N-(tert-butoxycarbonyl)-N,O-dimethyl-L-serine). Starting materials: [H-].[Na+] (Sodium hydride), COS(=O)(=O)OC (dimethylsulfate), O (water), Cl (hydrochloric acid), C(C)(C)(C)OC(=O)N[C@@H](COC)C(=O)O (N-(tert-butoxycarbonyl)-O-methyl-L-serine), C1(CCCCC1)NC1CCCCC1 (dicyclohexylamine), [OH-].[NH4+] (ammonium hydroxide). Conditions: time 20 minute. Procedure details: Sodium hydride (2.1 g, 52.4 mmol) was washed with iso-hexane under a nitrogen atmosphere. Tetrahydrofuran (20 ml) was added and the suspension cooled in an ice/water bath. A mixture of N-(tert-butoxycarbonyl)-O-methyl-L-serine (starting material obtained by converting the dicyclohexylamine salt to the free base as described above in the pre-amble to the Examples) (2.5 g, 11.4 mmol) and water (41 μl, 2.28 mmol) in tetrahydrofuran (15 ml) was slowly added. The resulting mixture was allowed to stir...